Dataset: the Open Reaction Database (ORD), a public repository of structured organic reaction records. Task: describe an organic reaction: reactants, conditions, products, and yield The reactants are C([O-])([O-])=O.[K+].[K+] (potassium carbonate), BrC1=CC=C(CN2C=C(C(C=3C(CCCC23)O)=O)C(=O)O)C=C1 (1-(4-bromobenzyl)-5-hydroxy-4-oxo-1,4,5,6,7,8-hexahydroquinoline-3-carboxylic acid), CC(C)C1=CC(=C(C(=C1)C(C)C)C2=C(C=CC=C2)P(C3CCCCC3)C4CCCCC4)C(C)C (X-Phos), COC1=C(C=CC=C1)B(O)O (2-methoxyphenyl boronic acid). The reagents and catalysts are C(C)(=O)[O-].[Pd+2].C(C)(=O)[O-] (palladium (II) acetate). Run in O (water), CS(=O)C (dimethyl sulfoxide). Reaction conditions: temperature 80 celsius. Product: OC1C=2C(C(=CN(C2CCC1)CC1=CC=C(C=C1)C1=C(C=CC=C1)OC)C(=O)O)=O ((±)-5-Hydroxy-1-[(2′-methoxybiphenyl-4-yl)methyl]-4-oxo-1,4,5,6,7, 8-hexahydroquinoline-3carboxylic acid). As a reaction SMILES: Br[C:2]1[CH:23]=[CH:22][C:5]([CH2:6][N:7]2[C:16]3[CH2:15][CH2:14][CH2:13][CH:12]([OH:17])[C:11]=3[C:10](=[O:18])[C:9]([C:19]([OH:21])=[O:20])=[CH:8]2)=[CH:4][CH:3]=1.CC(C1C=C(C(C)C)C(C2C=CC=CC=2P(C2CCCCC2)C2CCCCC2)=C(C(C)C)C=1)C.[CH3:58][O:59][C:60]1[CH:65]=[CH:64][CH:63]=[CH:62][C:61]=1B(O)O.C(=O)([O-])[O-].[K+].[K+]>O.C([O-])(=O)C.[Pd+2].C([O-])(=O)C.CS(C)=O>[OH:17][CH:12]1[CH2:13][CH2:14][CH2:15][C:16]2[N:7]([CH2:6][C:5]3[CH:22]=[CH:23][C:2]([C:61]4[CH:62]=[CH:63][CH:64]=[CH:65][C:60]=4[O:59][CH3:58])=[CH:3][CH:4]=3)[CH:8]=[C:9]([C:19]([OH:21])=[O:20])[C:10](=[O:18])[C:11]1=2 |f:3.4.5,7.8.9|. Procedure details: A 2-dram screw-cap vial was charged with the above carboxylic acid (51 mg, 0.13 mmol), X-Phos (7.7 mg, 0.016 mmol), 2-methoxyphenyl boronic acid (32 mg, 0.21 mmol), and dimethyl sulfoxide (1 mL). The mixture was stirred vigorously and potassium carbonate (46 mg, 0.33 mmol) in 0.2 mL of water was added along with palladium (II) acetate (3.6 mg, 0.0053 mmol). The mixture was heated at 80° C. for 90 minutes, cooled to ambient temperature and filtered. The mixture was purified via preparative revers... Reactants: ClC=1SC(=CC1C)Cl (2,5-dichloro-3-methylthiophene), COC(Cl)Cl (dichloromethyl methyl ether), C(Cl)Cl (CH2Cl2), ice water. Run at time 4 hour. Product: ClC=1SC(=C(C1C=O)C)Cl (2,5-Dichloro-4-methylthiophene-3-carbaldehyde). As a reaction SMILES: [Cl:1][C:2]1[S:3][C:4](Cl)=[CH:5][C:6]=1[CH3:7].C[O:10]C(Cl)Cl.[CH2:14]([Cl:16])Cl>>[Cl:1][C:2]1[S:3][C:14]([Cl:16])=[C:5]([CH3:4])[C:6]=1[CH:7]=[O:10]. Procedure details: To a stirred solution of 2,5-dichloro-3-methylthiophene [prepared according to the method of J. Amer. Chim. Soc., 1971, 333.] (11.8 g) in CH2Cl2 (200 mL) was added TiCL1 (37.94 g) and dichloromethyl methyl ether (12.6 g) at -10° C. After stirring for 4 hours, the reaction mixture was poured into ice-water and the whole was stirred vigorously for 30 minutes. The resulting mixture was extracted with CH2Cl2 (200 ml×1), and the organic layers was washed with saturated NaHCO3 solution(100 mL×1), brin... Reactants: COc1ccc(CC[N+](=O)[O-])cc1OC, Cl, COc1ccc(CCC(=O)CCI)cc1, O=C([N+](=O)[O-])[N+](=O)[O-], C1CCOC1. Product: COc1ccc(CCC(=O)CCC(Cc2ccc(OC)c(OC)c2)[N+](=O)[O-])cc1. As a reaction SMILES: [CH3:1][O:2][c:3]1[cH:4][c:5]([CH2:11][CH2:12][N+:13](=[O:14])[O-:15])[cH:6][cH:7][c:8]1[O:9][CH3:10].[ClH:31].[I:16][CH2:17][CH2:18][C:19]([CH2:20][CH2:21][c:22]1[cH:23][cH:24][c:25]([O:28][CH3:29])[cH:26][cH:27]1)=[O:30].[N+:32]([C:33]([N+:34]([O-:35])=[O:36])=[O:37])([O-:38])=[O:39].[O:40]1[CH2:41][CH2:42][CH2:43][CH2:44]1>>[CH3:1][O:2][c:3]1[cH:4][c:5]([CH2:11][CH:12]([N+:13](=[O:14])[O-:15])[CH2:17][CH2:18][C:19]([CH2:20][CH2:21][c:22]2[cH:23][cH:24][c:25]([O:28][CH3:29])[cH:26][cH:27]2)=[O:30])[cH:6][cH:7][c:8]1[O:9][CH3:10]. The reactants are C1(CC1)C(C=CC1=CC(=CC=C1)C(F)(F)F)=O (1-cyclopropyl-3-(m-trifluoromethylphenyl)prop-2-en-1-one), CO (methanol), [N+](=O)([O-])CC (nitroethane), [Na] (sodium). Yields the product C1(CC1)CC(C(C(C)[N+](=O)[O-])C1=CC(=CC=C1)C(F)(F)F)=O (1-cyclopropyl-3-(m-trifluoromethylphenyl)-4-nitropentanone). Reaction SMILES: [CH:1]1([C:4](=O)[CH:5]=[CH:6][C:7]2[CH:12]=[CH:11][CH:10]=[C:9]([C:13]([F:16])([F:15])[F:14])[CH:8]=2)[CH2:3][CH2:2]1.[N+:18]([CH2:21][CH3:22])([O-:20])=[O:19].[Na].C[OH:25]>>[CH:1]1([CH2:4][C:5](=[O:25])[CH:6]([C:7]2[CH:12]=[CH:11][CH:10]=[C:9]([C:13]([F:16])([F:15])[F:14])[CH:8]=2)[CH:21]([N+:18]([O-:20])=[O:19])[CH3:22])[CH2:3][CH2:2]1 |^1:22|. Procedure details: The procedure of Example IX using 36 g of 1-cyclopropyl-3-(m-trifluoromethylphenyl)prop-2-en-1-one, 14 ml of nitroethane and 1.85 g of sodium in 150 ml of methanol gives 36 g of 1-cyclopropyl-3-(m-trifluoromethylphenyl)-4-nitropentanone as an oily residue which is used in the crude state for the remainder of the operations. Starting materials: Cl.CC1(OC2=C(C1)C(=C(C(=C2C)C)N2CCNCC2)C)C (1-(2,2,4,6,7-pentamethyl-2,3-dihydro-1-benzofuran-5-yl)piperazine hydrochloric acid salt), BrC1=CC(=C(C=C1)OC)OC (4-bromo-1,2-dimethoxybenzene). The product is COC=1C=C(C=CC1OC)N1CCN(CC1)C=1C(=C(C2=C(CC(O2)(C)C)C1C)C)C (1-(3,4-Dimethoxyphenyl)-4-(2,2,4,6,7-pentamethyl-2,3-dihydro-1-benzofuran-5-yl)piperazine). Yield: 31.9%. Reaction SMILES: Cl.[CH3:2][C:3]1([CH3:21])[CH2:7][C:6]2[C:8]([CH3:20])=[C:9]([N:14]3[CH2:19][CH2:18][NH:17][CH2:16][CH2:15]3)[C:10]([CH3:13])=[C:11]([CH3:12])[C:5]=2[O:4]1.Br[C:23]1[CH:28]=[CH:27][C:26]([O:29][CH3:30])=[C:25]([O:31][CH3:32])[CH:24]=1>>[CH3:30][O:29][C:26]1[CH:27]=[C:28]([N:17]2[CH2:16][CH2:15][N:14]([C:9]3[C:10]([CH3:13])=[C:11]([CH3:12])[C:5]4[O:4][C:3]([CH3:21])([CH3:2])[CH2:7][C:6]=4[C:8]=3[CH3:20])[CH2:19][CH2:18]2)[CH:23]=[CH:24][C:25]=1[O:31][CH3:32] |f:0.1|. Procedure: By using 1-(2,2,4,6,7-pentamethyl-2,3-dihydro-1-benzofuran-5-yl)piperazine hydrochloric acid salt (311 mg, 1.00 mmol) synthesized in Reference example 147 and 4-bromo-1,2-dimethoxybenzene (326 mg, 1.50 mmol), the reaction was carried out in the same manner as Example 23 to synthesize the title compound 131 mg (yield 32%).